From a dataset of the Open Reaction Database (ORD), a public repository of structured organic reaction records. describe an organic reaction: reactants, conditions, products, and yield Reactants: CN(C)S(=O)(=O)c1ccc2c(c1)C(O)C(Br)C(C)(C)O2, O=C([O-])[O-], CN(C)C=O, [K+], [K+], O. Product: CN(C)S(=O)(=O)c1ccc2c(c1)C1OC1C(C)(C)O2. RXN SMILES: [Br:1][CH:2]1[C:3]([CH3:19])([CH3:20])[O:4][c:5]2[c:6]([cH:9][c:10]([S:13](=[O:14])(=[O:15])[N:16]([CH3:17])[CH3:18])[cH:11][cH:12]2)[CH:7]1[OH:8].[C:21](=[O:22])([O-:23])[O-:24].[CH3:27][N:28]([CH3:29])[CH:30]=[O:31].[K+:25].[K+:26].[OH2:32]>>[CH:2]12[C:3]([CH3:19])([CH3:20])[O:4][c:5]3[c:6]([cH:9][c:10]([S:13](=[O:14])(=[O:15])[N:16]([CH3:17])[CH3:18])[cH:11][cH:12]3)[CH:7]1[O:8]2. The reactants are C(CCC)OC(=O)N[C@H](CC(N)=O)C(=O)O (N-Butyloxycarbonyl-D-asparagine), C(C)(=O)OC(C)=O (acetic anhydride). Run in N1=CC=CC=C1 (pyridine). Reaction conditions: time 8 hour. The product is C(CCC)OC(=O)N[C@H](CC#N)C(=O)O (N-Butyloxycarbonyl-3-cyano-D-alanine). The yield is 90.8%. As a reaction SMILES: [CH2:1]([O:5][C:6]([NH:8][C@@H:9]([C:14]([OH:16])=[O:15])[CH2:10][C:11](=O)[NH2:12])=[O:7])[CH2:2][CH2:3][CH3:4].C(OC(=O)C)(=O)C>N1C=CC=CC=1>[CH2:1]([O:5][C:6]([NH:8][C@@H:9]([C:14]([OH:16])=[O:15])[CH2:10][C:11]#[N:12])=[O:7])[CH2:2][CH2:3][CH3:4]. Reported procedure: N-Butyloxycarbonyl-D-asparagine (25 g, 108 mmol) was dissolved in 200 mL pyridine and 14 mL acetic anhydride and the solution was allowed to stir overnight at room temperature. After most of the pyridine was removed under reduced pressure, ethyl acetate was added and the solution was washed with citric acid and brine, dried (MgSO4), and concentrated to give 21 g (91%) oily product. ES-MS: calcd M+1 215.0; found 215.0. The reactants are CC1(CC(N(C2=C(C=CC=C12)COC1OCCCC1)COCC[Si](C)(C)C)=O)C (4,4-dimethyl-8-(tetrahydropyran-2-yloxymethyl)-1-(2-trimethylsilanylethoxymethyl)-3,4-dihydro-1H-quinolin-2-one), C1(=CC=C(C=C1)S(=O)(=O)[O-])C.[NH+]1=CC=CC=C1 (pyridinium p-toluenesulphonate). The product is OCC=1C=CC=C2C(CC(N(C12)COCC[Si](C)(C)C)=O)(C)C (8-Hydroxymethyl-4,4-dimethyl-1-(2-trimethylsilanylethoxymethyl)-3,4-dihydro-1H-quinolin-2-one). RXN SMILES: [CH3:1][C:2]1([CH3:29])[C:11]2[C:6](=[C:7]([CH2:12][O:13]C3CCCCO3)[CH:8]=[CH:9][CH:10]=2)[N:5]([CH2:20][O:21][CH2:22][CH2:23][Si:24]([CH3:27])([CH3:26])[CH3:25])[C:4](=[O:28])[CH2:3]1.C1(C)C=CC(S([O-])(=O)=O)=CC=1.[NH+]1C=CC=CC=1>>[OH:13][CH2:12][C:7]1[CH:8]=[CH:9][CH:10]=[C:11]2[C:6]=1[N:5]([CH2:20][O:21][CH2:22][CH2:23][Si:24]([CH3:26])([CH3:25])[CH3:27])[C:4](=[O:28])[CH2:3][C:2]2([CH3:29])[CH3:1] |f:1.2|. Procedure: Analogously to Example 129c, 0.68 g of 4,4-dimethyl-8-(tetrahydropyran-2-yloxymethyl)-1-(2-trimethylsilanylethoxymethyl)-3,4-dihydro-1H-quinolin-2-one and 0.041 g of pyridinium p-toluenesulphonate are reacted. The title compound is obtained as a yellowish oil. Rf=0.55 (1:1 EtOAc-heptane); Rt=4.78. Starting materials: N1CCC(CC1)C(=O)N (piperidine-4-carboxylic acid amide), N1C=CC2=CC(=CC=C12)NC=1C2=C(N=CN1)C=C(S2)C2=CC=C(C=O)C=C2 (4-[4-(1H-indol-5-ylamino)-thieno[3,2-d]pyrimidin-6-yl]-benzaldehyde). The product is N1C=CC2=CC(=CC=C12)NC=1C2=C(N=CN1)C=C(S2)C2=CC=C(CN1CCC(CC1)C(=O)N)C=C2 (1-{4-[4-(1H-Indol-5-ylamino)-thieno[3,2-d]pyrimidin-6-yl]-benzyl}-piperidine-4-carboxylic acid amide). RXN SMILES: [NH:1]1[CH2:6][CH2:5][CH:4]([C:7]([NH2:9])=[O:8])[CH2:3][CH2:2]1.[NH:10]1[C:18]2[C:13](=[CH:14][C:15]([NH:19][C:20]3[C:21]4[S:28][C:27]([C:29]5[CH:36]=[CH:35][C:32]([CH:33]=O)=[CH:31][CH:30]=5)=[CH:26][C:22]=4[N:23]=[CH:24][N:25]=3)=[CH:16][CH:17]=2)[CH:12]=[CH:11]1>>[NH:10]1[C:18]2[C:13](=[CH:14][C:15]([NH:19][C:20]3[C:21]4[S:28][C:27]([C:29]5[CH:36]=[CH:35][C:32]([CH2:33][N:1]6[CH2:6][CH2:5][CH:4]([C:7]([NH2:9])=[O:8])[CH2:3][CH2:2]6)=[CH:31][CH:30]=5)=[CH:26][C:22]=4[N:23]=[CH:24][N:25]=3)=[CH:16][CH:17]=2)[CH:12]=[CH:11]1. Procedure: The title compound was prepared from piperidine-4-carboxylic acid amide and 4-[4-(1H-indol-5-ylamino)-thieno[3,2-d]pyrimidin-6-yl]-benzaldehyde by a procedure analogous to example 17. M.P. 198-205° C.; LC-MS: 483 (MH+); HPLC RT: 3.56 minutes. The reactants are C(CCC)[Li].CCCCCC (n-butyl lithium n-hexane), CC1=NC(=C2SC=CN21)C (5,7-dimethylimidazo[5,1-b]thiazole), C(CCC)[Sn](CCCC)(CCCC)Cl (tri-n-butylstannyl chloride). The solvent is C1CCOC1 (THF), C1CCOC1 (THF). Conditions: temperature -30 celsius, time 80 minute. The product is CC1=NC(=C2SC(=CN21)[Sn](CCCC)(CCCC)CCCC)C (5,7-dimethyl-2-(tri-n-butylstannyl)imidazo[5,1-b]thiazole). As a reaction SMILES: C([Li])CCC.CCCCCC.[CH3:12][C:13]1[N:20]2[C:16]([S:17][CH:18]=[CH:19]2)=[C:15]([CH3:21])[N:14]=1.[CH2:22]([Sn:26](Cl)([CH2:31][CH2:32][CH2:33][CH3:34])[CH2:27][CH2:28][CH2:29][CH3:30])[CH2:23][CH2:24][CH3:25]>C1COCC1>[CH3:12][C:13]1[N:20]2[C:16]([S:17][C:18]([Sn:26]([CH2:27][CH2:28][CH2:29][CH3:30])([CH2:31][CH2:32][CH2:33][CH3:34])[CH2:22][CH2:23][CH2:24][CH3:25])=[CH:19]2)=[C:15]([CH3:21])[N:14]=1 |f:0.1|. Reported procedure: To 50 ml of anhydrous THF cooled to −65° C. under the atmosphere of argon was added 10.9 ml of a 1.63 N n-butyl lithium/n-hexane solution, and a solution of 2.564 g of 5,7-dimethylimidazo[5,1-b]thiazole in 17 ml of anhydrous THF was further added dropwise at −64-−60° C. over a period of 15 minutes. The reaction mixture was then stirred at the same temperature for 80 minutes. After 5.0 ml of tri-n-butylstannyl chloride was added dropwise to the mixture at a temperature of −63-−58° C. over a perio... The reactants are C(C)C=1C(NC(NC1C(C1=CC(=CC(=C1)C)C)=O)=O)=O (5-Ethyl-6-(3,5-dimethylbenzoyl)-2,4-pyrimidinedione), ClCC(C)=O (chloroacetone). Yields the product C(C(=O)C)N1C(NC(C(=C1C(C1=CC(=CC(=C1)C)C)=O)CC)=O)=O (1-(Acetonyl)-5-ethyl-6-(3,5-dimethylbenzoyl)-2,4-pyrimidinedione). The yield is 44.0%. RXN SMILES: [CH2:1]([C:3]1[C:4](=[O:20])[NH:5][C:6](=[O:19])[NH:7][C:8]=1[C:9](=[O:18])[C:10]1[CH:15]=[C:14]([CH3:16])[CH:13]=[C:12]([CH3:17])[CH:11]=1)[CH3:2].Cl[CH2:22][C:23](=[O:25])[CH3:24]>>[CH2:22]([N:7]1[C:8]([C:9](=[O:18])[C:10]2[CH:11]=[C:12]([CH3:17])[CH:13]=[C:14]([CH3:16])[CH:15]=2)=[C:3]([CH2:1][CH3:2])[C:4](=[O:20])[NH:5][C:6]1=[O:19])[C:23]([CH3:24])=[O:25]. Procedure details: 5-Ethyl-6-(3,5-dimethylbenzoyl)-2,4-pyrimidinedione and chloroacetone were reacted by the same way with the example 1 to obtain the titled compound (145 mg, yield: 44%). Product: CN(C=CC1=C(C=CC(N1)=O)C(C1=CC=C(C=C1)OC)=O)C (6-[2-(dimethylamino)ethenyl]-5-(4-methoxybenzoyl)-2(1H)-pyridinone). Conditions: time 0.5 hour. As a reaction SMILES: [CH3:1][O:2][C:3]1[CH:18]=[CH:17][C:6]([C:7]([C:9]2[CH:10]=[CH:11][C:12](=[O:16])[NH:13][C:14]=2[CH3:15])=[O:8])=[CH:5][CH:4]=1.[CH3:19][N:20]([CH:22](N(C)C)OC(C)(C)C)[CH3:21]>O1CCOCC1>[CH3:19][N:20]([CH3:22])[CH:21]=[CH:15][C:14]1[NH:13][C:12](=[O:16])[CH:11]=[CH:10][C:9]=1[C:7](=[O:8])[C:6]1[CH:5]=[CH:4][C:3]([O:2][CH3:1])=[CH:18][CH:17]=1. Reactants: COC1=CC=C(C(=O)C=2C=CC(NC2C)=O)C=C1 (5-(4-methoxybenzoyl)-6-methyl-2(1H)-pyridinone), CN(C)C(OC(C)(C)C)N(C)C (bis(dimethyamino)-t-butoxymethane). The solvent is O1CCOCC1 (p-dioxane). Procedure details: A mixture containing 50 g of 5-(4-methoxybenzoyl)-6-methyl-2(1H)-pyridinone, 400 ml of p-dioxane and 40 ml of bis(dimethyamino)-t-butoxymethane was refluxed with stirring for 5 and 1/2 hours. The reaction mixture was allowed to cool and the separated crystalline product was collected, washed with ethanol and dried in a vacuum oven at 80°-85° C., to yield 65.8 g of 6-[2-(dimethylamino)ethenyl]-5-(4-methoxybenzoyl)-2(1H)-pyridinone, m.p. 216°-218° C. Starting materials: Cc1ccc(S(=O)(=O)Sc2cc(C)c(CO)cc2C(C)(C)C)cc1, O=C([O-])[O-], [K+], [K+], CN(C)C=O, CC(C)C1(CCC2CCCO2)CC(O)=CC(=O)O1. Yields the product Cc1cc(SC2=C(O)CC(CCC3CCCO3)(C(C)C)OC2=O)c(C(C)(C)C)cc1CO. As a reaction SMILES: [C:19]([CH3:20])([CH3:21])([CH3:22])[c:23]1[c:24]([S:32][S:33]([c:34]2[cH:35][cH:36][c:37]([CH3:38])[cH:39][cH:40]2)(=[O:41])=[O:42])[cH:25][c:26]([CH3:31])[c:27]([CH2:29][OH:30])[cH:28]1.[C:43](=[O:44])([O-:45])[O-:46].[K+:47].[K+:48].[O:49]=[CH:50][N:51]([CH3:52])[CH3:53].[OH:1][C:2]1=[CH:3][C:4](=[O:18])[O:5][C:6]([CH2:8][CH2:9][CH:10]2[O:11][CH2:12][CH2:13][CH2:14]2)([CH:15]([CH3:16])[CH3:17])[CH2:7]1>>[OH:1][C:2]1=[C:3]([S:32][c:24]2[c:23]([C:19]([CH3:20])([CH3:21])[CH3:22])[cH:28][c:27]([CH2:29][OH:30])[c:26]([CH3:31])[cH:25]2)[C:4](=[O:18])[O:5][C:6]([CH2:8][CH2:9][CH:10]2[O:11][CH2:12][CH2:13][CH2:14]2)([CH:15]([CH3:16])[CH3:17])[CH2:7]1. Reactants: C1=CC=CC=2C3=CC=CC=C3N(C12)C1CC(N(C2=CC=CC=C12)C(C1=CC(=C(C=C1)OC)OC)=O)CCCCC(=O)O (5-[4-(9H-9-Carbazolyl)-1-(3,4-dimethoxybenzoyl)-1,2,3,4-tetrahydro-2-quinolinyl]pentanoic acid), C(CC)N (n-propylamine). Product: C1=CC=CC=2C3=CC=CC=C3N(C12)C1CC(N(C2=CC=CC=C12)C(C1=CC(=C(C=C1)OC)OC)=O)CCCCC(=O)NCCC (5-[4-(9H-9-Carbazolyl)-1-(3,4-dimethoxybenzoyl)-1,2,3,4-tetrahydro-2-quinolinyl]-N-propylpentanamide). Yield: 93.0%. As a reaction SMILES: [CH:1]1[C:13]2[N:12]([CH:14]3[C:23]4[C:18](=[CH:19][CH:20]=[CH:21][CH:22]=4)[N:17]([C:24](=[O:35])[C:25]4[CH:30]=[CH:29][C:28]([O:31][CH3:32])=[C:27]([O:33][CH3:34])[CH:26]=4)[CH:16]([CH2:36][CH2:37][CH2:38][CH2:39][C:40](O)=[O:41])[CH2:15]3)C3C(=CC=CC=3)[C:5]=2[CH:4]=[CH:3][CH:2]=1.[CH2:43]([NH2:46])[CH2:44][CH3:45]>>[CH:1]1[C:13]2[N:12]([CH:14]3[C:23]4[C:18](=[CH:19][CH:20]=[CH:21][CH:22]=4)[N:17]([C:24](=[O:35])[C:25]4[CH:30]=[CH:29][C:28]([O:31][CH3:32])=[C:27]([O:33][CH3:34])[CH:26]=4)[CH:16]([CH2:36][CH2:37][CH2:38][CH2:39][C:40]([NH:46][CH2:43][CH2:44][CH3:45])=[O:41])[CH2:15]3)[C:13]3[C:5](=[CH:4][CH:3]=[CH:2][CH:1]=3)[C:5]=2[CH:4]=[CH:3][CH:2]=1. Procedure details: Starting with 5-[4-(9H-9-carbazolyl)-1-(3,4-dimethoxybenzoyl)-1,2,3,4-tetrahydro-2-quinolinyl]pentanoic acid (0.09 g, 0.16 mmol) prepared in Example 128 and n-propylamine (52 μl), the same procedure as shown in Example 129 was repeated to give the titled compound (0.09 g, overall yield: 93%) as a white powder (cis:trans=5:2). Starting materials: FC=1C=C(C#N)C=C(C1)C(F)(F)F (3-fluoro-5-trifluoromethyl benzonitrile), CC=1N=CNC1 (4-methyl-1H-imidazole), [H-].[Na+] (sodium hydride), O (water). Solvent: CN1C(CCC1)=O (NMP), CN1C(CCC1)=O (N-methylpyrrolidinone), CN1C(CCC1)=O (NMP). Run at temperature 22.5 celsius, time 2 hour. Yields the product CC=1N=CN(C1)C=1C=C(C=C(C#N)C1)C(F)(F)F (5-(4-Methyl-imidazol-1-yl)-3-trifluoromethyl-benzonitrile). Reaction SMILES: [CH3:1][C:2]1[N:3]=[CH:4][NH:5][CH:6]=1.[H-].[Na+].F[C:10]1[CH:11]=[C:12]([CH:15]=[C:16]([C:18]([F:21])([F:20])[F:19])[CH:17]=1)[C:13]#[N:14].O>CN1CCCC1=O>[CH3:1][C:2]1[N:3]=[CH:4][N:5]([C:10]2[CH:17]=[C:16]([C:18]([F:19])([F:21])[F:20])[CH:15]=[C:12]([CH:11]=2)[C:13]#[N:14])[CH:6]=1 |f:1.2|. Procedure details: A solution of 4-methyl-1H-imidazole (1.98 g, 24.11 mmol) in N-methylpyrrolidinone (NMP) (18 mL) is added to a solution of sodium hydride (0.82 g, 60%, 20.5 mmol) in NMP (18 mL) at 20-25° C. under an atmosphere of nitrogen. The mixture is stirred for 1 hour, before a solution of 3-fluoro-5-trifluoromethyl benzonitrile (XXI) (3.2 g, 16.4 mmol) in NMP (8 mL) is added. The reaction mixture is stirred for 2 hours at 20-25° C. and then water (120 mL) is added within 20 minutes and the resulting suspen...